From a dataset of the Open Reaction Database (ORD), a public repository of structured organic reaction records. describe an organic reaction: reactants, conditions, products, and yield Reactants: CC(C)(C)NC(=O)C1CCCCN1, O=C(NC(Cc1ccccc1)C1CO1)OCc1ccccc1, CCO. The product is CC(C)(C)NC(=O)C1CCCCN1CC(O)C(Cc1ccccc1)NC(=O)OCc1ccccc1. As a reaction SMILES: [C:1]([CH3:2])([CH3:3])([CH3:4])[NH:5][C:6](=[O:7])[CH:8]1[NH:9][CH2:10][CH2:11][CH2:12][CH2:13]1.[CH2:14]([c:15]1[cH:16][cH:17][cH:18][cH:19][cH:20]1)[O:21][C:22](=[O:23])[NH:24][CH:25]([CH:26]1[CH2:27][O:28]1)[CH2:29][c:30]1[cH:31][cH:32][cH:33][cH:34][cH:35]1.[CH3:36][CH2:37][OH:38]>>[C:1]([CH3:2])([CH3:3])([CH3:4])[NH:5][C:6](=[O:7])[CH:8]1[N:9]([CH2:27][CH:26]([CH:25]([NH:24][C:22]([O:21][CH2:14][c:15]2[cH:16][cH:17][cH:18][cH:19][cH:20]2)=[O:23])[CH2:29][c:30]2[cH:31][cH:32][cH:33][cH:34][cH:35]2)[OH:28])[CH2:10][CH2:11][CH2:12][CH2:13]1. Starting materials: ClC1=CC=C(S1)B(O)O (5-chlorothiophen-2-boronic acid), CC(C)(CO)CO (neopentylglycol). Yields the product ClC1=CC=C(S1)B1OCC(CO1)(C)C (2-(5-Chlorothiophen-2-yl)-5,5-dimethyl-[1,3,2]dioxaborinane). The yield is 54.0%. As a reaction SMILES: [Cl:1][C:2]1[S:6][C:5]([B:7]([OH:9])[OH:8])=[CH:4][CH:3]=1.[CH3:10][C:11]([CH2:15]O)([CH2:13]O)[CH3:12]>>[Cl:1][C:2]1[S:6][C:5]([B:7]2[O:9][CH2:12][C:11]([CH3:15])([CH3:13])[CH2:10][O:8]2)=[CH:4][CH:3]=1. Reported procedure: The title compound (54%, crystals) was prepared from 5-chlorothiophen-2-boronic acid and neopentylglycol. Reactants: [Cl-].[NH4+] (ammonium chloride), N (ammonia), ClCOCC (Chloromethylethyl ether), residue, [OH-].[Na+] (sodium hydroxide), [Mg] (Magnesium), mercuric chloride, C(C)(C)C1C(CCCCC1)=O (2-Isopropylcycloheptanone). The reagents and catalysts are [Ag]=O (silver oxide). Solvent: O1CCCC1 (tetrahydrofuran), O (water), O1CCCC1 (tetrahydrofuran), O1CCCC1 (tetrahydrofuran). Run at temperature 100 celsius, time 15 hour. The product is C(C)(C)C1C(CCCCC1)C(=O)O (2-isopropylcycloheptanecarboxylic acid). As a reaction SMILES: [Mg].ClC[O:4][CH2:5][CH3:6].[CH:7]([CH:10]1C[CH2:15][CH2:14][CH2:13][CH2:12][C:11]1=O)([CH3:9])[CH3:8].[Cl-].[NH4+].N.[OH-:21].[Na+]>O1CCCC1.O.[Ag]=O>[CH:7]([CH:10]1[CH2:11][CH2:12][CH2:13][CH2:14][CH2:15][CH:6]1[C:5]([OH:21])=[O:4])([CH3:9])[CH3:8] |f:3.4,6.7|. Procedure: Magnesium (3.12 g, 0.13 mole), mercuric chloride (0.1 g) and dry tetrahydrofuran (10 ml) were stirred together. Chloromethylethyl ether (12.3 g, 0.13 mole) in tetrahydrofuran (15 ml) was then slowly added at -10° C. 2-Isopropylcycloheptanone (18.5 g, 0.12 mole) in tetrahydrofuran (25 ml) was added slowly keeping the mixture at -10°. This mixture was kept for 15 hours at -10° C. Saturated ammonium chloride solution (100 mls) and dilute ammonia (50 ml) were then added. The mixture was extracted wi... Reactants: 30, NC1=C(C=CC(=C1)Cl)NCCCO (3-[(2-amino-4-chlorophenyl)amino]-1-propanol), OC(CC1=CC=CC=C1)S(=O)(=O)[O-].[Na+] (sodium α-hydroxybenzeneethanesulfonate). The solvent is C(C)O (ethanol). Product: ClC1=CC2=C(N(C(=N2)CC2=CC=CC=C2)CCCO)C=C1 (5-chloro-2-(phenylmethyl)-1H-benzimidazole-1-propanol). As a reaction SMILES: [NH2:1][C:2]1[CH:7]=[C:6]([Cl:8])[CH:5]=[CH:4][C:3]=1[NH:9][CH2:10][CH2:11][CH2:12][OH:13].O[CH:15](S([O-])(=O)=O)[CH2:16][C:17]1[CH:22]=[CH:21][CH:20]=[CH:19][CH:18]=1.[Na+]>C(O)C>[Cl:8][C:6]1[CH:5]=[CH:4][C:3]2[N:9]([CH2:10][CH2:11][CH2:12][OH:13])[C:15]([CH2:16][C:17]3[CH:22]=[CH:21][CH:20]=[CH:19][CH:18]=3)=[N:1][C:2]=2[CH:7]=1 |f:1.2|. Reported procedure: A mixture of 30 parts of 3-[(2-amino-4-chlorophenyl)amino]-1-propanol, 44.8 parts of sodium α-hydroxybenzeneethanesulfonate and 120 parts of ethanol is stirred and refluxed for 30 minutes. The reaction mixture is evaporated and the residue is taken up in water. The oily product is extracted with trichloromethane. The extract is dried, filtered and evaporated, yielding 5-chloro-2-(phenylmethyl)-1H-benzimidazole-1-propanol as a residue. Reactants: CCCCOc1c(CNC(=O)OC(C)(C)C)n(CC(C)C)c(=O)c2ccc(-c3nc(C)c(C(=O)OCC)s3)cc12, [CH2]C, CC(=O)[O-], Cl. Yields the product CCCCOc1c(CN)n(CC(C)C)c(=O)c2ccc(-c3nc(C)c(C(=O)OCC)s3)cc12, Cl. Reaction SMILES: [CH2:1]([CH2:2][CH2:3][CH3:4])[O:5][c:6]1[c:7]([CH2:32][NH:33][C:34]([O:35][C:36]([CH3:37])([CH3:38])[CH3:39])=[O:40])[n:8]([CH2:28][CH:29]([CH3:30])[CH3:31])[c:9](=[O:27])[c:10]2[cH:11][cH:12][c:13](-[c:16]3[s:17][c:18]([C:22](=[O:23])[O:24][CH2:25][CH3:26])[c:19]([CH3:21])[n:20]3)[cH:14][c:15]12.[CH2:46][CH3:47].[CH3:41][C:42](=[O:43])[O-:44].[ClH:45]>>[CH2:1]([CH2:2][CH2:3][CH3:4])[O:5][c:6]1[c:7]([CH2:32][NH2:33])[n:8]([CH2:28][CH:29]([CH3:30])[CH3:31])[c:9](=[O:27])[c:10]2[cH:11][cH:12][c:13](-[c:16]3[s:17][c:18]([C:22](=[O:23])[O:24][CH2:25][CH3:26])[c:19]([CH3:21])[n:20]3)[cH:14][c:15]12.[ClH:45].